This data is from the Open Reaction Database (ORD), a public repository of structured organic reaction records. The task is: describe an organic reaction: reactants, conditions, products, and yield Starting materials: N1=CN=CC(=C1)C=1C=C(N)C=CC1 (3-(5-Pyrimidyl)aniline), C(C)(=O)OC(C)=O (acetic anhydride). The product is C(C)(=O)NC1=CC(=CC=C1)C=1C=NC=NC1 (N-Acetyl 3-(5-pyrimidyl)aniline). Isolated yield 82.0%. RXN SMILES: [N:1]1[CH:6]=[C:5]([C:7]2[CH:8]=[C:9]([CH:11]=[CH:12][CH:13]=2)[NH2:10])[CH:4]=[N:3][CH:2]=1.[C:14](OC(=O)C)(=[O:16])[CH3:15]>>[C:14]([NH:10][C:9]1[CH:11]=[CH:12][CH:13]=[C:7]([C:5]2[CH:6]=[N:1][CH:2]=[N:3][CH:4]=2)[CH:8]=1)(=[O:16])[CH3:15]. Procedure: 2b is acetylated with acetic anhydride to afford 2c (15.4g, 82%). Mp 157-158° C. The reactants are S(=O)(O)C=1C=C(C(=O)O)C=CC1 (3-sulfino-benzoic acid), O1C(CCCC1)OCCI (2-iodoethyl tetrahydro-2H-pyran-2-yl ether), [OH-].[Na+] (NaOH). The solvent is O (water), C(C)O (ethanol), C(C)O (ethanol). The product is O1C(CCCC1)OCCS(=O)(=O)C=1C=C(C(=O)O)C=CC1 (3-{[2-(tetrahydro-2H-pyran-2-yloxy)ethyl]sulfonyl}benzoic acid). Isolated yield 14.8%. As a reaction SMILES: [S:1]([C:4]1[CH:5]=[C:6]([CH:10]=[CH:11][CH:12]=1)[C:7]([OH:9])=[O:8])([OH:3])=[O:2].[O:13]1[CH2:18][CH2:17][CH2:16][CH2:15][CH:14]1[O:19][CH2:20][CH2:21]I.[OH-].[Na+]>O.C(O)C>[O:13]1[CH2:18][CH2:17][CH2:16][CH2:15][CH:14]1[O:19][CH2:20][CH2:21][S:1]([C:4]1[CH:5]=[C:6]([CH:10]=[CH:11][CH:12]=1)[C:7]([OH:9])=[O:8])(=[O:3])=[O:2] |f:2.3|. Procedure: To a solution of 3-sulfino-benzoic acid (1 g) and 2-iodoethyl tetrahydro-2H-pyran-2-yl ether (1.4 g) in water (20 ml) and ethanol (20 ml) was added NaOH solution to give a pH of 9. The resulting mixture was refluxed for 3 hours before evaporation of the ethanol. The aqueous was acidified to pH3 and the product extracted with EtOAc. The organic layer was separated, dried with MgSO4 and solvent removed by evaporation to give the sub-title compound (0.25 g). Starting materials: BrN1C(CCC1=O)=O (N-Bromosuccinimide), FC(C(C(F)(F)F)(O)C=1C=C(C=CC1)C)(F)F (1,1,1,3,3,3-hexafluoro-2-m-tolylpropan-2-ol). The reagents and catalysts are N(=NC(C#N)(C)C)C(C#N)(C)C (2,2′-azobis(isobutyronitrile)). Solvent: C(Cl)(Cl)(Cl)Cl (carbon tetrachloride). Yields the product BrCC=1C=C(C=CC1)C(C(F)(F)F)(C(F)(F)F)O (2-(3-(Bromomethyl)phenyl)-1,1,1,3,3,3-hexafluoropropan-2-ol). Isolated yield 21.4%. RXN SMILES: [Br:1]N1C(=O)CCC1=O.[F:9][C:10]([F:25])([F:24])[C:11]([C:17]1[CH:18]=[C:19]([CH3:23])[CH:20]=[CH:21][CH:22]=1)([OH:16])[C:12]([F:15])([F:14])[F:13]>C(Cl)(Cl)(Cl)Cl.N(C(C)(C)C#N)=NC(C)(C)C#N>[Br:1][CH2:23][C:19]1[CH:18]=[C:17]([C:11]([OH:16])([C:12]([F:14])([F:13])[F:15])[C:10]([F:24])([F:25])[F:9])[CH:22]=[CH:21][CH:20]=1. Reported procedure: N-Bromosuccinimide (207 mg, 1.162 mmol) was added to a solution of 1,1,1,3,3,3-hexafluoro-2-m-tolylpropan-2-ol (300 mg, 1.162 mmol) and 2,2′-azobis(isobutyronitrile) (0.191 mg, 1.162 μmol) in carbon tetrachloride (6 mL). The mixture was refluxed for 18 hours and then concentrated under reduced pressure. The crude material was dissolved in diethyl ether and heptane, filtered through dicalite, and purified by silica chromatography (eluting with a solvent gradient from 2% ethyl acetate/98% heptane ... RXN SMILES: [Br:12][c:13]1[cH:14][c:15]([F:20])[c:16]([NH2:17])[cH:18][cH:19]1.[CH3:22][CH2:23][OH:24].[Cl:1][c:2]1[cH:3][c:4](=[O:11])[nH:5][cH:6][c:7]1[N+:8](=[O:9])[O-:10].[ClH:21]>>[c:2]1([NH:17][c:16]2[c:15]([F:20])[cH:14][c:13]([Br:12])[cH:19][cH:18]2)[cH:3][c:4](=[O:11])[nH:5][cH:6][c:7]1[N+:8](=[O:9])[O-:10]. Reactants: Nc1ccc(Br)cc1F, CCO, O=c1cc(Cl)c([N+](=O)[O-])c[nH]1, Cl. Yields the product O=c1cc(Nc2ccc(Br)cc2F)c([N+](=O)[O-])c[nH]1. The reactants are ClB(Cl)Cl, ClCCl, COc1ccc(F)c(C=O)c1OC, O. The product is COc1ccc(F)c(C=O)c1O. Reaction SMILES: [B:1]([Cl:2])([Cl:3])[Cl:4].[Cl:19][CH2:20][Cl:21].[F:5][c:6]1[cH:7][cH:8][c:9]([O:16][CH3:17])[c:10]([O:14][CH3:15])[c:11]1[CH:12]=[O:13].[OH2:18]>>[F:5][c:6]1[cH:7][cH:8][c:9]([O:16][CH3:17])[c:10]([OH:14])[c:11]1[CH:12]=[O:13]. Reactants: O=C([O-])[O-], CCN1CCNCC1, O=[N+]([O-])c1ccc(F)c(F)c1, [K+], [K+], CN(C)C=O, O. Yields the product CCN1CCN(c2ccc([N+](=O)[O-])cc2F)CC1. RXN SMILES: [C:20](=[O:21])([O-:22])[O-:23].[CH2:1]([CH3:2])[N:3]1[CH2:4][CH2:5][NH:6][CH2:7][CH2:8]1.[F:9][c:10]1[cH:11][c:12]([N+:17](=[O:18])[O-:19])[cH:13][cH:14][c:15]1[F:16].[K+:24].[K+:25].[O:26]=[CH:27][N:28]([CH3:29])[CH3:30].[OH2:31]>>[CH2:1]([CH3:2])[N:3]1[CH2:4][CH2:5][N:6]([c:15]2[c:10]([F:9])[cH:11][c:12]([N+:17](=[O:18])[O-:19])[cH:13][cH:14]2)[CH2:7][CH2:8]1.